Dataset: the Open Reaction Database (ORD), a public repository of structured organic reaction records. Task: describe an organic reaction: reactants, conditions, products, and yield Starting materials: CCC(=O)c1csc(NC(=O)C(NC(=O)C(NC(=O)OC(C)(C)C)c2ccc(OCCN3CCOCC3)cc2)C(C)c2ccccc2)n1, ClCCl, O=C(O)C(F)(F)F. Product: CCC(=O)c1csc(NC(=O)C(NC(=O)C(N)c2ccc(OCCN3CCOCC3)cc2)C(C)c2ccccc2)n1. As a reaction SMILES: [C:1]([O:2][C:3](=[O:4])[NH:7][CH:8]([C:9]([NH:10][CH:11]([CH:12]([CH3:13])[c:14]1[cH:15][cH:16][cH:17][cH:18][cH:19]1)[C:20]([NH:21][c:22]1[s:23][cH:24][c:25]([C:27]([CH2:28][CH3:29])=[O:30])[n:26]1)=[O:31])=[O:32])[c:33]1[cH:34][cH:35][c:36]([O:39][CH2:40][CH2:41][N:42]2[CH2:43][CH2:44][O:45][CH2:46][CH2:47]2)[cH:37][cH:38]1)([CH3:5])([CH3:6])[CH3:48].[Cl:56][CH2:57][Cl:58].[OH:49][C:50]([C:51]([F:52])([F:53])[F:54])=[O:55]>>[NH2:7][CH:8]([C:9]([NH:10][CH:11]([CH:12]([CH3:13])[c:14]1[cH:15][cH:16][cH:17][cH:18][cH:19]1)[C:20]([NH:21][c:22]1[s:23][cH:24][c:25]([C:27]([CH2:28][CH3:29])=[O:30])[n:26]1)=[O:31])=[O:32])[c:33]1[cH:34][cH:35][c:36]([O:39][CH2:40][CH2:41][N:42]2[CH2:43][CH2:44][O:45][CH2:46][CH2:47]2)[cH:37][cH:38]1.